Dataset: the Open Reaction Database (ORD), a public repository of structured organic reaction records. Task: describe an organic reaction: reactants, conditions, products, and yield Reactants: [F-].C(CCC)[N+](CCCC)(CCCC)CCCC (Tetrabutylammonium fluoride), [Si](C1=CC=CC=C1)(C1=CC=CC=C1)(C(C)(C)C)OCCOC[C@@H](C(=O)NC1=NC=C(C=C1)Cl)OC1=C2C(=NC=N1)N(N=C2)C2=C(C=CC(=C2)F)C ((2S)-3-(2-(tert-butyldiphenylsilyloxy)ethoxy)-N-(5-chloropyridin-2-yl)-2-(1-(5-fluoro-2-methylphenyl)-1H-pyrazolo[3,4-d]pyrimidin-4-yloxy)propanamide). Run in C1CCOC1 (THF). Run at time 1 hour. Product: ClC=1C=CC(=NC1)NC([C@H](COCCO)OC1=C2C(=NC=N1)N(N=C2)C2=C(C=CC(=C2)F)C)=O ((2S)—N-(5-chloropyridin-2-yl)-2-(1-(5-fluoro-2-methylphenyl)-1H-pyrazolo[3,4-d]pyrimidin-4-yloxy)-3-(2-hydroxyethoxy)propanamide). RXN SMILES: [F-].C([N+](CCCC)(CCCC)CCCC)CCC.[Si]([O:36][CH2:37][CH2:38][O:39][CH2:40][C@H:41]([O:52][C:53]1[N:58]=[CH:57][N:56]=[C:55]2[N:59]([C:62]3[CH:67]=[C:66]([F:68])[CH:65]=[CH:64][C:63]=3[CH3:69])[N:60]=[CH:61][C:54]=12)[C:42]([NH:44][C:45]1[CH:50]=[CH:49][C:48]([Cl:51])=[CH:47][N:46]=1)=[O:43])(C(C)(C)C)(C1C=CC=CC=1)C1C=CC=CC=1>C1COCC1>[Cl:51][C:48]1[CH:49]=[CH:50][C:45]([NH:44][C:42](=[O:43])[C@@H:41]([O:52][C:53]2[N:58]=[CH:57][N:56]=[C:55]3[N:59]([C:62]4[CH:67]=[C:66]([F:68])[CH:65]=[CH:64][C:63]=4[CH3:69])[N:60]=[CH:61][C:54]=23)[CH2:40][O:39][CH2:38][CH2:37][OH:36])=[N:46][CH:47]=1 |f:0.1|. Procedure: Tetrabutylammonium fluoride (1M in THF) (0.538 mL, 0.54 mmol) was added to (2S)-3-(2-(tert-butyldiphenylsilyloxy)ethoxy)-N-(5-chloropyridin-2-yl)-2-(1-(5-fluoro-2-methylphenyl)-1H-pyrazolo[3,4-d]pyrimidin-4-yloxy)propanamide (Intermediate AK5) (390 mg, 0.54 mmol) in THF (5 mL) under nitrogen. The resulting mixture was stirred at ambient temperature for 1 hour. The reaction mixture was quenched with saturated NH4Cl (2 mL), diluted with DCM (25 mL) and poured onto a phase separator. The organic ph... Product: Cl.COCCN(C(O)=O)C[C@@H]1CN(CCC1)C1=NC(=NC2=CC(=CC=C12)C)C1=C(C=CC=C1O)F (2-Methoxyethyl((S)-1-(2-(2-fluoro-6-hydroxyphenyl)-7-methylquinazolin-4-yl)piperidin-3-yl)methylcarbamate hydrochloride). Reactants: FC1=C(C(=CC=C1)O)C1=NC2=CC(=CC=C2C(=N1)N1C[C@@H](CCC1)CNC([O-])=O)C (((S)-1-(2-(2-fluoro-6-hydroxyphenyl)-7-methylquinazolin-4-yl)piperidin-3-yl)methylcarbamate), Cl (HCl), CCOCC (ether), CCOCC (ether). RXN SMILES: [F:1][C:2]1[CH:7]=[CH:6][CH:5]=[C:4]([OH:8])[C:3]=1[C:9]1[N:18]=[C:17]([N:19]2[CH2:24][CH2:23][CH2:22][C@@H:21]([CH2:25][NH:26][C:27](=[O:29])[O-:28])[CH2:20]2)[C:16]2[C:11](=[CH:12][C:13]([CH3:30])=[CH:14][CH:15]=2)[N:10]=1.[ClH:31].[CH3:32][CH2:33][O:34][CH2:35]C>C(Cl)Cl>[ClH:31].[CH3:35][O:34][CH2:33][CH2:32][N:26]([CH2:25][C@H:21]1[CH2:22][CH2:23][CH2:24][N:19]([C:17]2[C:16]3[C:11](=[CH:12][C:13]([CH3:30])=[CH:14][CH:15]=3)[N:10]=[C:9]([C:3]3[C:4]([OH:8])=[CH:5][CH:6]=[CH:7][C:2]=3[F:1])[N:18]=2)[CH2:20]1)[C:27](=[O:28])[OH:29] |f:4.5|. Solvent: C(Cl)Cl (CH2Cl2). Run at time 2.29 minute. Procedure: To a solution of ((S)-1-(2-(2-fluoro-6-hydroxyphenyl)-7-methylquinazolin-4-yl)piperidin-3-yl)methylcarbamate (352 mg, 0.75 mmol) in CH2Cl2 (3 mL) was added dropwise a 2.0 M HCl solution in ether (0.375 mL, 0.75 mmol) under an N2 atmosphere. It was followed by the addition of 20 mL ether which lead to the precipitation of 2-methoxyethyl((S)-1-(2-(2-fluoro-6-hydroxyphenyl)-7-methylquinazolin-4-yl)piperidin-3-yl)methylcarbamate hydrochloride (350 mg, 92%) which was then filtered and dried. LC/MS: m... As a reaction SMILES: [C:1]([CH3:2])([CH3:3])([CH3:4])[c:5]1[c:6]([OH:18])[c:7]([CH3:17])[c:8]([CH2:12][CH2:13][C:14](=[O:15])[OH:16])[c:9]([CH3:11])[cH:10]1.[CH3:19][OH:20].[ClH:21]>>[C:1]([CH3:2])([CH3:3])([CH3:4])[c:5]1[c:6]([OH:18])[c:7]([CH3:17])[c:8]([CH2:12][CH2:13][C:14](=[O:15])[O:16][CH3:19])[c:9]([CH3:11])[cH:10]1. The reactants are Cc1cc(C(C)(C)C)c(O)c(C)c1CCC(=O)O, CO, Cl. The product is COC(=O)CCc1c(C)cc(C(C)(C)C)c(O)c1C. Yields the product COCC(=O)Nc1cnc2ccccc2c1NCC(C)(C)O, Cl. Reactants: COCC(=O)Cl, CC#N, CC(C)(O)CNc1c(N)cnc2ccccc12. RXN SMILES: [CH3:1][O:2][CH2:3][C:4](=[O:5])[Cl:6].[CH3:24][C:25]#[N:26].[NH2:7][c:8]1[cH:9][n:10][c:11]2[cH:12][cH:13][cH:14][cH:15][c:16]2[c:17]1[NH:18][CH2:19][C:20]([CH3:21])([OH:22])[CH3:23]>>[CH3:1][O:2][CH2:3][C:4](=[O:5])[NH:7][c:8]1[cH:9][n:10][c:11]2[cH:12][cH:13][cH:14][cH:15][c:16]2[c:17]1[NH:18][CH2:19][C:20]([CH3:21])([OH:22])[CH3:23].[ClH:6].